Dataset: the Open Reaction Database (ORD), a public repository of structured organic reaction records. Task: describe an organic reaction: reactants, conditions, products, and yield Starting materials: C(C)(=O)OCC (ethyl acetate), [H-].[Na+] (sodium hydride), C(CCCCCCCC)(=O)Cl (nonanoyl chloride), C1(CC1)C(=O)C(C1=C(C=CC=C1)F)N1CC=2C(CC1)SC(C2)=O (5-(α-cyclopropylcarbonyl-2-fluorobenzyl)-2-oxo-2,4,5,6,7,7a-hexahydrothieno[3,2-c]pyridine). Solvent: CN(C=O)C (dimethylformamide). Reaction conditions: time 30 minute. Product: C1(CC1)C(=O)C(C1=C(C=CC=C1)F)N1CC2=C(CC1)SC(=C2)OC(CCCCCCCC)=O (5-(α-Cyclopropylcarbonyl-2-fluorobenzyl)-2-nonanoyloxy-4,5,6,7-tetrahydrothieno[3,2-c]pyridine). The yield is 40.0%. Reaction SMILES: [CH:1]1([C:4]([CH:6]([N:14]2[CH2:19][CH2:18][CH:17]3[S:20][C:21](=[O:23])[CH:22]=[C:16]3[CH2:15]2)[C:7]2[CH:12]=[CH:11][CH:10]=[CH:9][C:8]=2[F:13])=[O:5])[CH2:3][CH2:2]1.[H-].[Na+].[C:26](Cl)(=[O:35])[CH2:27][CH2:28][CH2:29][CH2:30][CH2:31][CH2:32][CH2:33][CH3:34].C(OCC)(=O)C>CN(C)C=O>[CH:1]1([C:4]([CH:6]([N:14]2[CH2:19][CH2:18][C:17]3[S:20][C:21]([O:23][C:26](=[O:35])[CH2:27][CH2:28][CH2:29][CH2:30][CH2:31][CH2:32][CH2:33][CH3:34])=[CH:22][C:16]=3[CH2:15]2)[C:7]2[CH:12]=[CH:11][CH:10]=[CH:9][C:8]=2[F:13])=[O:5])[CH2:2][CH2:3]1 |f:1.2|. Reported procedure: 1.0 g (3.0 mmole) of 5-(α-cyclopropylcarbonyl-2-fluorobenzyl)-2-oxo-2,4,5,6,7,7a-hexahydrothieno[3,2-c]pyridine (prepared as described in Example 20) was dissolved in 15 ml of dimethylformamide, and then 0.18 g (4.5 mmole) of a 60% w/w dispersion of sodium hydride in mineral oil and 0.82 ml (4.5 mmole) of nonanoyl chloride were added, in that order, to the resulting mixture, whilst ice-cooling. The resulting reaction mixture was then stirred at the same temperature for 30 minutes, after which it...